The task is: describe an organic reaction: reactants, conditions, products, and yield. This data is from the Open Reaction Database (ORD), a public repository of structured organic reaction records. Starting materials: S(=O)(=O)(OCCN)O (2-Aminoethyl hydrogen sulphate), O1CC1COC1=CC=CC=C1 ((±)-1,2-epoxy-3-phenoxypropane), [OH-].[Na+] (sodium hydroxide), [OH-].[Na+] (sodium hydroxide), C1(=CC=CC=C1)C (toluene), C1(=CC=CC=C1)C (toluene). Solvent: O (water), CO (methanol), O (water). Reaction conditions: temperature 40 celsius, time 2 hour. Yields the product O(C1=CC=CC=C1)CC1CNCCO1 (2(RS)-(Phenoxymethyl)morpholine). The yield is 62.3%. RXN SMILES: S(O)([O:4][CH2:5][CH2:6][NH2:7])(=O)=O.O1[CH:11]([CH2:12][O:13][C:14]2[CH:19]=[CH:18][CH:17]=[CH:16][CH:15]=2)[CH2:10]1.[OH-].[Na+].C1(C)C=CC=CC=1>O.CO>[O:13]([CH2:12][CH:11]1[O:4][CH2:5][CH2:6][NH:7][CH2:10]1)[C:14]1[CH:19]=[CH:18][CH:17]=[CH:16][CH:15]=1 |f:2.3|. Reported procedure: 2-Aminoethyl hydrogen sulphate (49 g, 0.347 mol) was added in portions to a mixture of (±)-1,2-epoxy-3-phenoxypropane (11.2 ml, 0.083 mol), sodium hydroxide (26.4 g, 0.66 mol) in water (50 ml) and methanol (20 ml). After addition the reaction mixture was stirred at 40° C. (oil bath temperature) for 2 hours. The reaction mixture was cooled, sodium hydroxide pellets (20.65 g, 0.516 mol) and toluene (80 ml) were added, then the reaction mixture stirred, whilst heating at 65° C. (oil bath temperatur...